This data is from the Open Reaction Database (ORD), a public repository of structured organic reaction records. The task is: describe an organic reaction: reactants, conditions, products, and yield Starting materials: ice water, [Si](C1=CC=CC=C1)(C1=CC=CC=C1)(C(C)(C)C)O[C@@H]1[C@H]([C@H](CC1)N1C2=NC=NC(=C2N=C1)N)COC(C1=CC=CC=C1)(C1=CC=CC=C1)C1=CC=CC=C1 (9-((1S,2R,3S)-3-((tert-Butyldiphenylsilyl)oxy)-2-((trityloxy)methyl)cyclopentyl)-9H-purin-6-amine), ClCCl (dichloromethane), C(C1=CC=CC=C1)(=O)Cl (Benzoyl chloride), ice water, N.CO (NH3 MeOH). Solvent: N1=CC=CC=C1 (pyridine). Reaction conditions: time 8 hour. The product is [Si](C1=CC=CC=C1)(C1=CC=CC=C1)(C(C)(C)C)O[C@@H]1[C@H]([C@H](CC1)N1C2=NC=NC(=C2N=C1)NC(C1=CC=CC=C1)=O)COC(C1=CC=CC=C1)(C1=CC=CC=C1)C1=CC=CC=C1 (N-(9-((1S,2R,3S)-3-((tert-Butyldiphenylsilyl)oxy)-2-((trityloxy)methyl)cyclopentyl)-9H-purin-6-yl)benzamide). Isolated yield 88.3%. Reaction SMILES: [C:1](Cl)(=[O:8])[C:2]1[CH:7]=[CH:6][CH:5]=[CH:4][CH:3]=1.[Si:10]([O:27][C@H:28]1[CH2:32][CH2:31][C@H:30]([N:33]2[CH:41]=[N:40][C:39]3[C:34]2=[N:35][CH:36]=[N:37][C:38]=3[NH2:42])[C@@H:29]1[CH2:43][O:44][C:45]([C:58]1[CH:63]=[CH:62][CH:61]=[CH:60][CH:59]=1)([C:52]1[CH:57]=[CH:56][CH:55]=[CH:54][CH:53]=1)[C:46]1[CH:51]=[CH:50][CH:49]=[CH:48][CH:47]=1)([C:23]([CH3:26])([CH3:25])[CH3:24])([C:17]1[CH:22]=[CH:21][CH:20]=[CH:19][CH:18]=1)[C:11]1[CH:16]=[CH:15][CH:14]=[CH:13][CH:12]=1.N.CO.ClCCl>N1C=CC=CC=1>[Si:10]([O:27][C@H:28]1[CH2:32][CH2:31][C@H:30]([N:33]2[CH:41]=[N:40][C:39]3[C:34]2=[N:35][CH:36]=[N:37][C:38]=3[NH:42][C:1](=[O:8])[C:2]2[CH:7]=[CH:6][CH:5]=[CH:4][CH:3]=2)[C@@H:29]1[CH2:43][O:44][C:45]([C:58]1[CH:63]=[CH:62][CH:61]=[CH:60][CH:59]=1)([C:52]1[CH:57]=[CH:56][CH:55]=[CH:54][CH:53]=1)[C:46]1[CH:51]=[CH:50][CH:49]=[CH:48][CH:47]=1)([C:23]([CH3:26])([CH3:24])[CH3:25])([C:11]1[CH:12]=[CH:13][CH:14]=[CH:15][CH:16]=1)[C:17]1[CH:22]=[CH:21][CH:20]=[CH:19][CH:18]=1 |f:2.3|. Procedure: Benzoyl chloride (0.28 g, 0.231 ml, 2.0 mmol) was added dropwise to a cooled (ice-water bath) solution of compound 61 (0.97 g, 1.33 mmol) in anhydrous pyridine (10 ml). The bath was removed and reaction was stirred overnight, then cooled (ice-water bath) and treated with 2.5 ml of 7 N NH3/MeOH (added over 5 min). The reaction was removed from the bath, stirred under argon for 3 h to decompose the bis-benzoylated by-product and then concentrated in vacuo. The resultant residue was diluted with Et... Reactants: BrC=1C=CC=2N3C4=C(C=C(C=C4C2C1)O)C(C(=C3)C)=O (10-bromo-2-hydroxy-5-methyl-4H-pyrido[3,2,1-jk]carbazole-4-one), ice water, C([O-])([O-])=O.[K+].[K+] (potassium carbonate), ClCCCCO (4-chloro-1-butanol). The solvent is CS(=O)C (dimethyl sulfoxide). Reaction conditions: time 30 minute. Product: BrC=1C=CC=2N3C4=C(C=C(C=C4C2C1)OCCCCO)C(C(=C3)C)=O (10-bromo-2-(4-hydroxybutyloxy)-5-methyl-4H-pyrido[3,2,1-jk]carbazole-4-one). Yield: 26.0%. RXN SMILES: [Br:1][C:2]1[CH:3]=[CH:4][C:5]2[N:6]3[CH:18]=[C:17]([CH3:19])[C:16](=[O:20])[C:8]4[CH:9]=[C:10]([OH:15])[CH:11]=[C:12]([C:13]=2[CH:14]=1)[C:7]3=4.C(=O)([O-])[O-].[K+].[K+].Cl[CH2:28][CH2:29][CH2:30][CH2:31][OH:32]>CS(C)=O>[Br:1][C:2]1[CH:3]=[CH:4][C:5]2[N:6]3[CH:18]=[C:17]([CH3:19])[C:16](=[O:20])[C:8]4[CH:9]=[C:10]([O:15][CH2:28][CH2:29][CH2:30][CH2:31][OH:32])[CH:11]=[C:12]([C:13]=2[CH:14]=1)[C:7]3=4 |f:1.2.3|. Procedure details: 10-bromo-2-hydroxy-5-methyl-4H-pyrido[3,2,1-jk]carbazole-4-one (250 mg) obtained in Example 49 was suspended in dimethyl sulfoxide (10 ml), and potassium carbonate (210 mg) was added to the suspension. The mixture was stirred at room temperature for 30 minutes and 4-chloro-1-butanol (0.09 ml) was added to the mixture. The mixture was stirred at 80° C. in a hot water bath for 14 hours, and the reaction mixture was poured into ice water (500 ml) and extracted with ethyl acetate. The ethyl acetate ...